This data is from the Open Reaction Database (ORD), a public repository of structured organic reaction records. The task is: describe an organic reaction: reactants, conditions, products, and yield The reactants are ClC1=NC(=NC(=N1)C)N (4-chloro-6-methyl-1,3,5-triazin-2-amine), FC1=NC=C(C=C1B(O)O)OC (2-fluoro-5-methoxypyridin-3-ylboronic acid), C(C)(=O)[O-].[K+] (potassium acetate). Solvent: CCO (EtOH), O (water). Run at temperature 100 celsius. Product: FC1=NC=C(C=C1C1=NC(=NC(=N1)C)N)OC (4-(2-Fluoro-5-Methoxypyridin-3-yl)-6-Methyl-1,3,5-Triazin-2-Amine). As a reaction SMILES: Cl[C:2]1[N:7]=[C:6]([CH3:8])[N:5]=[C:4]([NH2:9])[N:3]=1.[F:10][C:11]1[C:16](B(O)O)=[CH:15][C:14]([O:20][CH3:21])=[CH:13][N:12]=1.C([O-])(=O)C.[K+]>CCO.O>[F:10][C:11]1[C:16]([C:2]2[N:7]=[C:6]([CH3:8])[N:5]=[C:4]([NH2:9])[N:3]=2)=[CH:15][C:14]([O:20][CH3:21])=[CH:13][N:12]=1 |f:2.3|. Reported procedure: To a 20 mL microwave reaction tube was added 4-chloro-6-methyl-1,3,5-triazin-2-amine (Example 9, 1.02 g, 7.05 mmol), 2-fluoro-5-methoxypyridin-3-ylboronic acid (1.67 g, 9.77 mmol), Am-Phos (Aldrich, 0.255 g, 0.360 mmol) and potassium acetate (Aldrich, 2.11 g, 21.5 mmol) in EtOH (10 mL) and water (1 mL). The mixture was degassed by bubbling argon through for 5 min. The tube was heated in a microwave reactor (Biotage) at 100° C. for 20 min. The reaction mixture was partitioned between water (200 m... Starting materials: C(C1=CC=CC=C1)ON1[C@@H]2CC[C@H](N(C1=O)C2)C(=O)NC2=CC=NC=C2 ((2S,5R)-6-(benzyloxy)-7-oxo-N-pyridin-4-yl-1,6-diazabicyclo[3.2.1]octane-2-carboxamide). The reagents and catalysts are [Pd] (Palladium on carbon), catalyst. Run in CO (methanol). Run at time 5 hour. Product: ON1[C@@H]2CC[C@H](N(C1=O)C2)C(=O)NC2=CC=NC=C2 ((2S,5R)-6-hydroxy-7-oxo-N-pyridin-4-yl-1,6-diazabicyclo[3.2.1]octane-2-carboxamide). Reaction SMILES: C([O:8][N:9]1[C:15](=[O:16])[N:14]2[CH2:17][C@H:10]1[CH2:11][CH2:12][C@H:13]2[C:18]([NH:20][C:21]1[CH:26]=[CH:25][N:24]=[CH:23][CH:22]=1)=[O:19])C1C=CC=CC=1>[Pd].CO>[OH:8][N:9]1[C:15](=[O:16])[N:14]2[CH2:17][C@H:10]1[CH2:11][CH2:12][C@H:13]2[C:18]([NH:20][C:21]1[CH:26]=[CH:25][N:24]=[CH:23][CH:22]=1)=[O:19]. Reported procedure: Palladium on carbon (13.2 mg; 10% Pd/C) was added to a solution of (2S,5R)-6-(benzyloxy)-7-oxo-N-pyridin-4-yl-1,6-diazabicyclo[3.2.1]octane-2-carboxamide (52.7 mg, 0.15 mmol; combined product of two runs) in methanol (1.5 mL) and the resulting mixture was stirred under hydrogen (balloon) for 5 hours. TLC and HPLC analysis showed a small amount of starting material remaining. Additional catalyst (5.6 mg) was added and the resulting mixture was stirred under hydrogen (balloon) for an additional 1 ...